From a dataset of the Open Reaction Database (ORD), a public repository of structured organic reaction records. describe an organic reaction: reactants, conditions, products, and yield Reactants: C[P+](C)(C)CC#N, CCC#N, CO, CCN(C(C)C)C(C)C, Clc1ccc(N2CCNCC2)cc1, [I-], O=C1Nc2cc(CO)cnc2N2CCOCC12. Reaction SMILES: [C:19]([CH2:20][P+:21]([CH3:22])([CH3:23])[CH3:24])#[N:25].[C:48](#[N:49])[CH2:50][CH3:51].[CH3:52][OH:53].[CH:26]([N:27]([CH2:28][CH3:29])[CH:30]([CH3:31])[CH3:32])([CH3:33])[CH3:34].[Cl:35][c:36]1[cH:37][cH:38][c:39]([N:42]2[CH2:43][CH2:44][NH:45][CH2:46][CH2:47]2)[cH:40][cH:41]1.[I-:18].[OH:1][CH2:2][c:3]1[cH:4][c:5]2[c:10]([n:11][cH:12]1)[N:9]1[CH:8]([C:7](=[O:17])[NH:6]2)[CH2:16][O:15][CH2:14][CH2:13]1>>[CH2:2]([c:3]1[cH:4][c:5]2[c:10]([n:11][cH:12]1)[N:9]1[CH:8]([C:7](=[O:17])[NH:6]2)[CH2:16][O:15][CH2:14][CH2:13]1)[N:45]1[CH2:44][CH2:43][N:42]([c:39]2[cH:38][cH:37][c:36]([Cl:35])[cH:41][cH:40]2)[CH2:47][CH2:46]1. Yields the product O=C1Nc2cc(CN3CCN(c4ccc(Cl)cc4)CC3)cnc2N2CCOCC12. Reactants: FC(S(=O)(=O)OC1=CC=C(C=C1)C1CCC(N1)=O)(F)F (5-(4-trifluoromethanesulfonyloxyphenyl)-2-pyrrolidinone), CN(C)C=O (DMF). The reagents and catalysts are C=1C=CC(=CC1)[P](C=2C=CC=CC2)(C=3C=CC=CC3)[Pd]([P](C=4C=CC=CC4)(C=5C=CC=CC5)C=6C=CC=CC6)([P](C=7C=CC=CC7)(C=8C=CC=CC8)C=9C=CC=CC9)[P](C=1C=CC=CC1)(C=1C=CC=CC1)C=1C=CC=CC1 (tetrakis(triphenylphosphine)palladium), [C-]#N.[Zn+2].[C-]#N (zinc cyanide). Run in CCOC(=O)C (EtOAc). Conditions: temperature 80 celsius, time 3 hour. Yields the product C(#N)C1=CC=C(C=C1)C1CCC(N1)=O (5-(4-Cyanophenyl)-2-pyrrolidinone). Isolated yield 100.0%. As a reaction SMILES: FC(F)(F)S(O[C:7]1[CH:12]=[CH:11][C:10]([CH:13]2[NH:17][C:16](=[O:18])[CH2:15][CH2:14]2)=[CH:9][CH:8]=1)(=O)=O.[CH3:21][N:22](C=O)C>CCOC(C)=O.C1C=CC([P]([Pd]([P](C2C=CC=CC=2)(C2C=CC=CC=2)C2C=CC=CC=2)([P](C2C=CC=CC=2)(C2C=CC=CC=2)C2C=CC=CC=2)[P](C2C=CC=CC=2)(C2C=CC=CC=2)C2C=CC=CC=2)(C2C=CC=CC=2)C2C=CC=CC=2)=CC=1.[C-]#N.[Zn+2].[C-]#N>[C:21]([C:7]1[CH:12]=[CH:11][C:10]([CH:13]2[NH:17][C:16](=[O:18])[CH2:15][CH2:14]2)=[CH:9][CH:8]=1)#[N:22] |f:4.5.6,^1:35,37,56,75|. Procedure details: A solution of 5-(4-trifluoromethanesulfonyloxyphenyl)-2-pyrrolidinone (2.45 g, 8.22 mmol), tetrakis(triphenylphosphine)palladium (475 mg, 0.41 mmol), and zinc cyanide (1.45 g, 12.3 mmol) in 10 mL of DMF was flushed with nitrogen three times and then stirred at 80° C. After 3 hr, the mixture was cooled down to rt, diluted with EtOAc (10 mL), and filtered through a cake of Celite. The solid was washed with EtOAc, and the filtrates were combined and concentrated. Chromatography on a Biotage 40+M ca... The reactants are CCOC(=O)C(Br)CC, O=C1CCC(c2cccc(Cl)c2)C(c2ccc(Cl)cn2)N1, [H-], [Na+], CN(C)C=O. Yields the product CCOC(=O)C(CC)N1C(=O)CCC(c2cccc(Cl)c2)C1c1ccc(Cl)cn1. As a reaction SMILES: [Br:24][CH:25]([C:26](=[O:27])[O:28][CH2:29][CH3:30])[CH2:31][CH3:32].[Cl:1][c:2]1[cH:3][c:4]([CH:8]2[CH2:9][CH2:10][C:11](=[O:21])[NH:12][CH:13]2[c:14]2[n:15][cH:16][c:17]([Cl:20])[cH:18][cH:19]2)[cH:5][cH:6][cH:7]1.[H-:22].[Na+:23].[O:33]=[CH:34][N:35]([CH3:36])[CH3:37]>>[Cl:1][c:2]1[cH:3][c:4]([CH:8]2[CH2:9][CH2:10][C:11](=[O:21])[N:12]([CH:25]([C:26](=[O:27])[O:28][CH2:29][CH3:30])[CH2:31][CH3:32])[CH:13]2[c:14]2[n:15][cH:16][c:17]([Cl:20])[cH:18][cH:19]2)[cH:5][cH:6][cH:7]1. Starting materials: CN(CCN1C(C2=C(CCC1)NC(=C2C)C=O)=O)C (5-(2-dimethylamino-ethyl)-3-methyl-4-oxo-1,4,5,6,7,8-hexahydro-pyrrolo[3,2-c]azepine-2-carbaldehyde), FC=1C=C(C=CC1)C1=C2CC(NC2=CC=C1)=O (4-(3-fluoro-phenyl)-1,3-dihydro-indol-2-one). Yields the product CN(CCN1C(C2=C(CCC1)NC(=C2C)\C=C\2/C(NC1=CC=CC(=C21)C2=CC(=CC=C2)F)=O)=O)C ((Z)-5-(2-dimethylamino-ethyl)-2-[4-(3-fluoro-phenyl)-2-oxo-1,2-dihydro-indol-3-ylidenemethyl]-3-methyl-5,6,7,8-tetrahydro-1H-pyrrolo[3,2-c]azepin-4-one). The yield is 38.9%. As a reaction SMILES: [CH3:1][N:2]([CH3:19])[CH2:3][CH2:4][N:5]1[CH2:11][CH2:10][CH2:9][C:8]2[NH:12][C:13]([CH:16]=O)=[C:14]([CH3:15])[C:7]=2[C:6]1=[O:18].[F:20][C:21]1[CH:22]=[C:23]([C:27]2[CH:35]=[CH:34][CH:33]=[C:32]3[C:28]=2[CH2:29][C:30](=[O:36])[NH:31]3)[CH:24]=[CH:25][CH:26]=1>>[CH3:1][N:2]([CH3:19])[CH2:3][CH2:4][N:5]1[CH2:11][CH2:10][CH2:9][C:8]2[NH:12][C:13](/[CH:16]=[C:29]3\[C:30](=[O:36])[NH:31][C:32]4[C:28]\3=[C:27]([C:23]3[CH:24]=[CH:25][CH:26]=[C:21]([F:20])[CH:22]=3)[CH:35]=[CH:34][CH:33]=4)=[C:14]([CH3:15])[C:7]=2[C:6]1=[O:18]. Procedure: The title compound was prepared under the same conditions as described in step 4 of Example 23 with 5-(2-dimethylamino-ethyl)-3-methyl-4-oxo-1,4,5,6,7,8-hexahydro-pyrrolo[3,2-c]azepine-2-carbaldehyde 23c obtained from step 3 of Example 23 and 4-(3-fluoro-phenyl)-1,3-dihydro-indol-2-one as starting materials to obtain (Z)-5-(2-dimethylamino-ethyl)-2-[4-(3-fluoro-phenyl)-2-oxo-1,2-dihydro-indol-3-ylidenemethyl]-3-methyl-5,6,7,8-tetrahydro-1H-pyrrolo[3,2-c]azepin-4-one 41 (37 mg, yield 38.9%) as a ... As a reaction SMILES: [CH3:27][OH:28].[Cl:24][O-:25].[I-:20].[Na+:21].[Na+:23].[Na+:26].[OH-:22].[n:1]1[cH:2][cH:3][c:4]2[n:5][c:6]3[c:10]([c:11](-[c:13]4[cH:14][cH:15][c:16]([OH:19])[cH:17][cH:18]4)[n:12]12)[CH2:9][CH2:8][CH2:7]3>>[n:1]1[cH:2][cH:3][c:4]2[n:5][c:6]3[c:10]([c:11](-[c:13]4[cH:14][c:15]([I:20])[c:16]([OH:19])[cH:17][cH:18]4)[n:12]12)[CH2:9][CH2:8][CH2:7]3. The reactants are CO, [O-]Cl, [I-], [Na+], [Na+], [Na+], [OH-], Oc1ccc(-c2c3c(nc4ccnn24)CCC3)cc1. Product: Oc1ccc(-c2c3c(nc4ccnn24)CCC3)cc1I.